Dataset: the Open Reaction Database (ORD), a public repository of structured organic reaction records. Task: describe an organic reaction: reactants, conditions, products, and yield Reactants: C(#N)CC=1C(=C(C(=CC1C)C)[N+](=O)[O-])C (3-cyanomethyl-1-nitro-2,4,6-trimethylbenzene), [Cl-].[NH4+] (ammonium chloride), crude mixture. The reagents and catalysts are [Zn] (zinc). The solvent is CO (methanol). Product: C(#N)CC=1C(=C(N)C(=CC1C)C)C (3-cyanomethyl-2,4,6-trimethylaniline). Isolated yield 69.0%. RXN SMILES: [C:1]([CH2:3][C:4]1[C:5]([CH3:15])=[C:6]([N+:12]([O-])=O)[C:7]([CH3:11])=[CH:8][C:9]=1[CH3:10])#[N:2].[Cl-].[NH4+]>CO.[Zn]>[C:1]([CH2:3][C:4]1[C:5]([CH3:15])=[C:6]([C:7]([CH3:11])=[CH:8][C:9]=1[CH3:10])[NH2:12])#[N:2] |f:1.2|. Reported procedure: To a solution of 3-cyanomethyl-1-nitro-2,4,6-trimethylbenzene (5.8 g in methanol (150 mL) were sequentially added ammonium chloride (6 g in 50 mL of water), zinc powder (6 g). The exothermic reaction was vigorously stirred until it was back to RT (2 h). To work up the crude mixture was filtered off and the cake was washed with methanol. The methanolic solutions were concentrated and the residue partitioned between ethyl acetate and 1 N NaOH. The organic layer was dried over MgSO4 and concentrate... The reactants are CCOC(=O)n1nc(NC=O)c2ccc(Cl)cc21, O=CO. Yields the product CCOC(=O)n1nc(N)c2ccc(Cl)cc21. As a reaction SMILES: [CH2:1]([CH3:2])[O:3][C:4](=[O:5])[n:6]1[n:7][c:8]([NH:16][CH:17]=[O:18])[c:9]2[cH:10][cH:11][c:12]([Cl:15])[cH:13][c:14]12.[CH:19]([OH:20])=[O:21]>>[CH2:1]([CH3:2])[O:3][C:4](=[O:5])[n:6]1[n:7][c:8]([NH2:16])[c:9]2[cH:10][cH:11][c:12]([Cl:15])[cH:13][c:14]12. Product: C1(=CC=CC=C1)C(C(=O)N)(CCC(C)(NC)C)C1=CC=CC=C1 (2,2-diphenyl-5methyl-5-methylaminohexanamide). Run at time 16 hour. Procedure details: 10% Palladium-on-carbon was added to a solution of 5-(N-benzyl-N-methylamino)-2,2-diphenyl-5-methylhexanamide (0.6 g--see Example 3) in methanol (19 ml) and formic acid (1 ml). The mixture was stirred at room temperature for 16 hours then filtered and the filtrate concentrated in vacuo to give the title compound as a gum, yield 0.4 g. RXN SMILES: [CH2:1]([N:8]([C:10]([CH3:30])([CH3:29])[CH2:11][CH2:12][C:13]([C:23]1[CH:28]=[CH:27][CH:26]=[CH:25][CH:24]=1)([C:17]1[CH:22]=[CH:21][CH:20]=[CH:19][CH:18]=1)[C:14]([NH2:16])=[O:15])C)C1C=CC=CC=1>CO.C(O)=O.[Pd]>[C:17]1([C:13]([C:23]2[CH:28]=[CH:27][CH:26]=[CH:25][CH:24]=2)([CH2:12][CH2:11][C:10]([CH3:30])([NH:8][CH3:1])[CH3:29])[C:14]([NH2:16])=[O:15])[CH:18]=[CH:19][CH:20]=[CH:21][CH:22]=1. Reactants: C(C1=CC=CC=C1)N(C)C(CCC(C(=O)N)(C1=CC=CC=C1)C1=CC=CC=C1)(C)C (5-(N-benzyl-N-methylamino)-2,2-diphenyl-5-methylhexanamide). Reagents/catalysts: [Pd] (Palladium-on-carbon). Run in CO (methanol), C(=O)O (formic acid). Starting materials: BrC(Br)(Br)Br, C1CCCCC1, ClCCl, CC(C)(C)OC(=O)N1CCCC(CO)C1, c1ccc(P(c2ccccc2)c2ccccc2)cc1. Product: CC(C)(C)OC(=O)N1CCCC(CBr)C1. Reaction SMILES: [C:16]([Br:17])([Br:18])([Br:19])[Br:20].[CH2:40]1[CH2:41][CH2:42][CH2:43][CH2:44][CH2:45]1.[CH2:46]([Cl:47])[Cl:48].[OH:1][CH2:2][CH:3]1[CH2:4][N:5]([C:9](=[O:10])[O:11][C:12]([CH3:13])([CH3:14])[CH3:15])[CH2:6][CH2:7][CH2:8]1.[c:21]1([P:22]([c:23]2[cH:24][cH:25][cH:26][cH:27][cH:28]2)[c:29]2[cH:30][cH:31][cH:32][cH:33][cH:34]2)[cH:35][cH:36][cH:37][cH:38][cH:39]1>>[CH2:2]([CH:3]1[CH2:4][N:5]([C:9](=[O:10])[O:11][C:12]([CH3:13])([CH3:14])[CH3:15])[CH2:6][CH2:7][CH2:8]1)[Br:17]. Starting materials: Sodium tert-butylate, C(C)(C)(C)P(C1=C(C=CC=C1)C1=C(C=C(C=C1C(C)C)C(C)C)C(C)C)C(C)(C)C (2-di-tert-butylphosphino-2′,4′,6′-triisopropylbiphenyl), O (Water), BrC=1C(=C(N(C1)C)C#N)C (4-Bromo-1,3-dimethyl-1H-pyrrole-2-carbonitrile), [Si](C)(C)(C(C)(C)C)OC1=CC=C(N)C=C1 (4-[(tert-butyldimethylsilyl)oxy]aniline). Reagents/catalysts: C=1C=CC(=CC1)/C=C/C(=O)/C=C/C2=CC=CC=C2.C=1C=CC(=CC1)/C=C/C(=O)/C=C/C2=CC=CC=C2.C=1C=CC(=CC1)/C=C/C(=O)/C=C/C2=CC=CC=C2.[Pd].[Pd] (tris(dibenzylideneacetone)dipalladium(0)). The solvent is C1(=CC=CC=C1)C (toluene). Conditions: temperature 100 celsius. Yields the product [Si](C)(C)(C(C)(C)C)OC1=CC=C(C=C1)NC=1C(=C(N(C1)C)C#N)C (4-({4-[(tert-Butyldimethylsilyl)oxy]phenyl}amino)-1,3-dimethyl-1H-pyrrole-2-carbonitrile). RXN SMILES: Br[C:2]1[C:3]([CH3:10])=[C:4]([C:8]#[N:9])[N:5]([CH3:7])[CH:6]=1.[Si:11]([O:18][C:19]1[CH:25]=[CH:24][C:22]([NH2:23])=[CH:21][CH:20]=1)([C:14]([CH3:17])([CH3:16])[CH3:15])([CH3:13])[CH3:12].C(P(C(C)(C)C)C1C=CC=CC=1C1C(C(C)C)=CC(C(C)C)=CC=1C(C)C)(C)(C)C.O>C1(C)C=CC=CC=1.C1C=CC(/C=C/C(/C=C/C2C=CC=CC=2)=O)=CC=1.C1C=CC(/C=C/C(/C=C/C2C=CC=CC=2)=O)=CC=1.C1C=CC(/C=C/C(/C=C/C2C=CC=CC=2)=O)=CC=1.[Pd].[Pd]>[Si:11]([O:18][C:19]1[CH:25]=[CH:24][C:22]([NH:23][C:2]2[C:3]([CH3:10])=[C:4]([C:8]#[N:9])[N:5]([CH3:7])[CH:6]=2)=[CH:21][CH:20]=1)([C:14]([CH3:17])([CH3:16])[CH3:15])([CH3:13])[CH3:12] |f:5.6.7.8.9|. Procedure: 4-Bromo-1,3-dimethyl-1H-pyrrole-2-carbonitrile (2.03 g, 10.2 mmol) and 4-[(tert-butyldimethylsilyl)oxy]aniline (3.41 g, 15.3 mmol) are dissolved in toluene (40 mL). The solution is degassed with nitrogen for 10 minutes. Sodium tert-butylate (1.18 g, 12.2 mmol), 2-di-tert-butylphosphino-2′,4′,6′-triisopropylbiphenyl (0.17 g, 0.41 mmol) and tris(dibenzylideneacetone)dipalladium(0) (0.187 g, 0.2 mmol) are then added. The mixture is heated at 100° C. for 30 minutes and then cooled to ambient tempera...